This data is from the Open Reaction Database (ORD), a public repository of structured organic reaction records. The task is: describe an organic reaction: reactants, conditions, products, and yield Reactants: C(C)OC(C(CC=1C=C2C=CNC2=CC1)OCC)=O (rac-2-ethoxy-3-(1H-indol-5-yl)-propionic acid ethyl ester), ClCC=1N=C(OC1)C1=CC=CC=C1 (4-chloromethyl-2-phenyl-oxazole). Product: C(C)OC(C(=O)O)CC=1C=C2C=CN(C2=CC1)CC=1N=C(OC1)C1=CC=CC=C1 (Rac-2-Ethoxy-3-[1-(2-phenyl-oxazol-4-ylmethyl)-1H-indol-5-yl]-propionic Acid). The yield is 80.0%. RXN SMILES: C([O:3][C:4](=[O:19])[CH:5]([O:16][CH2:17][CH3:18])[CH2:6][C:7]1[CH:8]=[C:9]2[C:13](=[CH:14][CH:15]=1)[NH:12][CH:11]=[CH:10]2)C.Cl[CH2:21][C:22]1[N:23]=[C:24]([C:27]2[CH:32]=[CH:31][CH:30]=[CH:29][CH:28]=2)[O:25][CH:26]=1>>[CH2:17]([O:16][CH:5]([CH2:6][C:7]1[CH:8]=[C:9]2[C:13](=[CH:14][CH:15]=1)[N:12]([CH2:21][C:22]1[N:23]=[C:24]([C:27]3[CH:28]=[CH:29][CH:30]=[CH:31][CH:32]=3)[O:25][CH:26]=1)[CH:11]=[CH:10]2)[C:4]([OH:3])=[O:19])[CH3:18]. Procedure: Starting from rac-2-ethoxy-3-(1H-indol-5-yl)-propionic acid ethyl ester and 4-chloromethyl-2-phenyl-oxazole, the title compound was obtained in 80% yield as a brown oil. MS: (M+H)+ 391.1. As a reaction SMILES: [CH3:27][N:28]([CH3:29])[CH2:30][CH2:31][CH2:32][N:33]=[C:34]=[N:35][CH2:36][CH3:37].[CH3:55][N:56]([CH3:57])[c:58]1[cH:59][cH:60][n:61][cH:62][cH:63]1.[Cl:1][c:2]1[cH:3][c:4]([CH:8]2[C:9]([C:19](=[O:20])[O:21][CH2:22][CH2:23][C:24]#[N:25])=[C:10]([CH3:18])[NH:11][C:12]([CH3:17])=[C:13]2[C:14](=[O:15])[O-:16])[cH:5][cH:6][cH:7]1.[Cl:64][CH2:65][Cl:66].[ClH:26].[Na+:50].[OH:51][C:52](=[O:53])[O-:54].[c:38]1([N:44]2[CH2:45][CH2:46][NH:47][CH2:48][CH2:49]2)[cH:39][cH:40][cH:41][cH:42][cH:43]1>>[Cl:1][c:2]1[cH:3][c:4]([CH:8]2[C:9]([C:19](=[O:20])[O:21][CH2:22][CH2:23][C:24]#[N:25])=[C:10]([CH3:18])[NH:11][C:12]([CH3:17])=[C:13]2[C:14](=[O:16])[N:47]2[CH2:46][CH2:45][N:44]([c:38]3[cH:39][cH:40][cH:41][cH:42][cH:43]3)[CH2:49][CH2:48]2)[cH:5][cH:6][cH:7]1. Product: CC1=C(C(=O)OCCC#N)C(c2cccc(Cl)c2)C(C(=O)N2CCN(c3ccccc3)CC2)=C(C)N1. Starting materials: CCN=C=NCCCN(C)C, CN(C)c1ccncc1, CC1=C(C(=O)[O-])C(c2cccc(Cl)c2)C(C(=O)OCCC#N)=C(C)N1, ClCCl, Cl, [Na+], O=C([O-])O, c1ccc(N2CCNCC2)cc1. The reactants are CC(C)[N-]C(C)C, COC(=O)Cl, Fc1ccccn1, [Li+], C1CCOC1, O. Product: COC(=O)c1cccnc1F. Reaction SMILES: [CH:1]([N-:2][CH:3]([CH3:4])[CH3:5])([CH3:6])[CH3:7].[Cl:16][C:17](=[O:18])[O:19][CH3:20].[F:9][c:10]1[n:11][cH:12][cH:13][cH:14][cH:15]1.[Li+:8].[O:22]1[CH2:23][CH2:24][CH2:25][CH2:26]1.[OH2:21]>>[F:9][c:10]1[n:11][cH:12][cH:13][cH:14][c:15]1[C:17](=[O:18])[O:19][CH3:20]. Starting materials: NC1=NC(=C(C(=N1)Cl)N)Cl (2,5-diamino-4,6-dichloropyrimidine), N[C@@H]1CC[C@H](CC1)O (trans-4-aminocyclohexanol), C([O-])(O)=O.[Na+] (sodium bicarbonate). Run in C(CCC)O (1-butanol). Run at time 3 day. The product is NC1=NC(=C(C(=N1)N[C@@H]1CC[C@H](CC1)O)N)Cl (Trans-4-(2,5-diamino-6-chloropyrimidin-4-ylamino)cyclohexanol). Yield: 66.2%. Reaction SMILES: [NH2:1][C:2]1[N:7]=[C:6]([Cl:8])[C:5]([NH2:9])=[C:4](Cl)[N:3]=1.[NH2:11][C@H:12]1[CH2:17][CH2:16][C@H:15]([OH:18])[CH2:14][CH2:13]1.C(=O)(O)[O-].[Na+]>C(O)CCC>[NH2:1][C:2]1[N:3]=[C:4]([NH:11][C@H:12]2[CH2:17][CH2:16][C@H:15]([OH:18])[CH2:14][CH2:13]2)[C:5]([NH2:9])=[C:6]([Cl:8])[N:7]=1 |f:2.3|. Procedure: 2,5-diamino-4,6-dichloropyrimidine (10.5 g, 58.6 mmol), trans-4-aminocyclohexanol (6.75 g, 58.6 mmol, 1 equiv.), sodium bicarbonate (17.2 g, 205 mmol, 3.5 equiv.) and 1-butanol (210 mL) were heated together at 150° C. in a sealed tube. After 3 days, when the reaction appeared to be complete (by LCMS), the reaction mixture was cooled to room temperature and the solvent was removed in vacuo. Water (150 mL) was added to the residue with stirring at room temperature for 30 min, and the dark red soli... The reactants are NC1=C(N(C2=CC(=CC=C12)Cl)C(=O)OCC)C(C1=CC=CC=C1)=O (ethyl 3-amino2-benzoyl-6-chloro-1H-indole-1-carboxylate), C(CC)S(=O)(=O)Cl (1 -propanesulfonyl chloride). Yields the product C(C1=CC=CC=C1)(=O)C=1NC2=CC(=CC=C2C1NS(=O)(=O)CCC)Cl (N-(2-Benzoyl-6-Chloro-1H-Indol-3-Yl)Propanesulfonamide). RXN SMILES: [NH2:1][C:2]1[C:10]2[C:5](=[CH:6][C:7]([Cl:11])=[CH:8][CH:9]=2)[N:4](C(OCC)=O)[C:3]=1[C:17](=[O:24])[C:18]1[CH:23]=[CH:22][CH:21]=[CH:20][CH:19]=1.[CH2:25]([S:28](Cl)(=[O:30])=[O:29])[CH2:26][CH3:27]>>[C:17]([C:3]1[NH:4][C:5]2[C:10]([C:2]=1[NH:1][S:28]([CH2:25][CH2:26][CH3:27])(=[O:30])=[O:29])=[CH:9][CH:8]=[C:7]([Cl:11])[CH:6]=2)(=[O:24])[C:18]1[CH:19]=[CH:20][CH:21]=[CH:22][CH:23]=1. Reported procedure: The title compound was prepared according to the procedure described in Example 33 from ethyl 3-amino2-benzoyl-6-chloro-1H-indole-1-carboxylate (Example 1, step 2) and 1 -propanesulfonyl chloride. Reactants: CC(C)OC(=O)/N=N/C(=O)OC(C)C (DIAD), methyl 3-nitro-5-hydroxy benzoate, OCCC=1N=CSC1C (4-(2-hydroxy ethyl)-5-methylthiazole), C1(=CC=CC=C1)P(C1=CC=CC=C1)C1=CC=CC=C1 (triphenylphosphine). The solvent is C1CCOC1 (THF). Product: C1(=CC=CC=C1)P(C1=CC=CC=C1)(C1=CC=CC=C1)=O (triphenylphosphine oxide). RXN SMILES: CC([O:4]C(/N=N/C(OC(C)C)=O)=O)C.OCCC1N=CSC=1C.[C:24]1([P:30]([C:37]2[CH:42]=[CH:41][CH:40]=[CH:39][CH:38]=2)[C:31]2[CH:36]=[CH:35][CH:34]=[CH:33][CH:32]=2)[CH:29]=[CH:28][CH:27]=[CH:26][CH:25]=1>C1COCC1>[C:37]1([P:30](=[O:4])([C:24]2[CH:25]=[CH:26][CH:27]=[CH:28][CH:29]=2)[C:31]2[CH:36]=[CH:35][CH:34]=[CH:33][CH:32]=2)[CH:38]=[CH:39][CH:40]=[CH:41][CH:42]=1. Procedure: DIAD (3.16 ml, 16.1 mM) was added to a stirred solution of methyl 3-nitro-5-hydroxy benzoate (2.11 g, 10.7 mM), 4-(2-hydroxy ethyl)-5-methylthiazole (1.55 ml, 12.8 mM), and triphenylphosphine (4.21 g, 16.1 mM) in THF (50 ml) under an argon atmosphere at room temperature. After 1 hr reaction mixture concentrated in vacuo, residue triturated with diethyl ether to give a colourless solid (triphenylphosphine oxide). Diethyl ether conc. to give a dark brown gum, purification on silica gel (50% to 75%... Starting materials: [I-].[K+] (potassium iodide), [C-]#N.[K+] (potassium cyanide), ClCCCN(C1=NN2C(C3=CC=CC=C13)=NN=C2C2=CC=C(C=C2)OC)C (N-(3-chloropropyl)-N-methyl-3-(4-methoxyphenyl)-1,2,4-triazolo[3,4-a]phthalazin-6-amine). Solvent: C(C)O (ethanol). Yields the product COC1=CC=C(C=C1)C1=NN=C2N1N=C(C1=CC=CC=C21)CNCCCC#N (4-[[3-(4-methoxyphenyl)-1,2,4-triazolo [3,4-a]phthalazin-6-yl]methylamino]butanonitrile). The yield is 70.0%. As a reaction SMILES: ClCCCN(C)[C:6]1[C:15]2[C:10](=[CH:11][CH:12]=[CH:13][CH:14]=2)[C:9]2=[N:16][N:17]=[C:18]([C:19]3[CH:24]=[CH:23][C:22]([O:25][CH3:26])=[CH:21][CH:20]=3)[N:8]2[N:7]=1.[I-].[K+].[C-:30]#[N:31].[K+]>C(O)C>[CH3:26][O:25][C:22]1[CH:21]=[CH:20][C:19]([C:18]2[N:8]3[N:7]=[C:6]([CH2:30][NH:31][CH2:13][CH2:14][CH2:15][C:6]#[N:7])[C:15]4[C:10]([C:9]3=[N:16][N:17]=2)=[CH:11][CH:12]=[CH:13][CH:14]=4)=[CH:24][CH:23]=1 |f:1.2,3.4|. Reported procedure: The compound of example 106 (2.5 g) is dissolved in ethanol (20 ml) and added of potassium iodide (0.4 g) and potassium cyanide (0.75 g). The mixture is refluxed for about 8 hours. The reaction mixture is then hot filtered, and the filtrate is concentrated to dryness. The residue is taken up with water and extracted with methylene chloride (2×25 ml). The pooled organic layer is dried over sodium sulfate and concentrated to dryness. The residue, which is the compound of the title, crystallizes fr...